The task is: describe an organic reaction: reactants, conditions, products, and yield. This data is from the Open Reaction Database (ORD), a public repository of structured organic reaction records. Starting materials: CC(=O)Oc1cc(F)ccc1C(=O)O, O=C(Cl)C(=O)Cl, ClCCl, CN(C)C=O, c1ccncc1. Yields the product CC(=O)Oc1cc(F)ccc1C(=O)Cl. Reaction SMILES: [C:1]([CH3:2])(=[O:3])[O:4][c:5]1[c:6]([C:7](=[O:8])[OH:9])[cH:10][cH:11][c:12]([F:14])[cH:13]1.[Cl:26][C:27]([C:28]([Cl:29])=[O:30])=[O:31].[Cl:32][CH2:33][Cl:34].[O:15]=[CH:16][N:17]([CH3:18])[CH3:19].[cH:20]1[cH:21][cH:22][n:23][cH:24][cH:25]1>>[C:1]([CH3:2])(=[O:3])[O:4][c:5]1[c:6]([C:7](=[O:8])[Cl:26])[cH:10][cH:11][c:12]([F:14])[cH:13]1. Reactants: aqueous solution, Cl.NO (hydroxylamine hydrochloride), CC1=NC=C(C(=N1)N)C=O (2-methyl-4-amino-5-formylpyrimidine). Solvent: CO (methanol). Run at time 3 hour. Product: Cl.CC1=NC=C(C(=N1)N)C=NO (2-methyl-4-amino-5-pyrimidine aldoxime hydrochloride). The yield is 67.9%. RXN SMILES: [CH3:1][C:2]1[N:7]=[C:6]([NH2:8])[C:5]([CH:9]=O)=[CH:4][N:3]=1.[ClH:11].[NH2:12][OH:13]>CO>[ClH:11].[CH3:1][C:2]1[N:7]=[C:6]([NH2:8])[C:5]([CH:9]=[N:12][OH:13])=[CH:4][N:3]=1 |f:1.2,4.5|. Procedure details: To a mixture of 27.4 g of 2-methyl-4-amino-5-formylpyrimidine and 1000 ml of methanol was added, while stirring at room temperature, dropwise gradually 25 ml of an aqueous solution containing 15.2 g of hydroxylamine hydrochloride. The reaction was allowed to proceed for further 3 hours at room temperature, which was then concentrated to dryness under reduced pressure. The concentrate was recrystallized from ethanol to give 25.6 g of 2-methyl-4-amino-5-pyrimidine aldoxime hydrochloride. The resul...